From a dataset of the Open Reaction Database (ORD), a public repository of structured organic reaction records. describe an organic reaction: reactants, conditions, products, and yield Starting materials: C1CCOC1, CCC(CC)(c1ccc(OCC(=O)C(C)(C)C)c(C)c1)c1nc2ccc(C(=O)OC)cc2o1, CO, [Na+], [OH-]. The product is CCC(CC)(c1ccc(OCC(=O)C(C)(C)C)c(C)c1)c1nc2ccc(C(=O)O)cc2o1. RXN SMILES: [CH2:38]1[O:39][CH2:40][CH2:41][CH2:42]1.[CH3:1][O:2][C:3](=[O:4])[c:5]1[cH:6][c:7]2[c:8]([n:9][c:10]([C:12]([CH2:13][CH3:14])([CH2:15][CH3:16])[c:17]3[cH:18][c:19]([CH3:31])[c:20]([O:23][CH2:24][C:25]([C:26]([CH3:27])([CH3:28])[CH3:29])=[O:30])[cH:21][cH:22]3)[o:11]2)[cH:32][cH:33]1.[CH3:36][OH:37].[Na+:35].[OH-:34]>>[O:2]=[C:3]([OH:4])[c:5]1[cH:6][c:7]2[c:8]([n:9][c:10]([C:12]([CH2:13][CH3:14])([CH2:15][CH3:16])[c:17]3[cH:18][c:19]([CH3:31])[c:20]([O:23][CH2:24][C:25]([C:26]([CH3:27])([CH3:28])[CH3:29])=[O:30])[cH:21][cH:22]3)[o:11]2)[cH:32][cH:33]1. The reactants are C(C1=CC=CC=C1)N1C(N(C(C1=O)=C1SC2=C(N1C)C=CC=C2)C)=S (3-benzyl-1-methyl-5-(3-methyl-3H-benzothiazol-2-ylidene)-2-thioxoimidazolidin-4-one), C1(=CC=C(C=C1)S(=O)(=O)OC)C (methyl p-toluenesulfonate), NC=1C=C(C=CC1NCC)C(C)=O (3′-amino-4′-ethylaminoacetophenone). Yields the product C(C)(=O)C=1C=CC(=C(C1)N=C1N(C(C(N1CC1=CC=CC=C1)=O)=C1SC2=C(N1C)C=CC=C2)C)NCC (2-(5-acetyl-2-ethylaminophenylimino)-3-benzyl-1-methyl-5-(3-methyl-3H-benzothiazol-2-ylidene)imidazolidin-4-one). As a reaction SMILES: [CH2:1]([N:8]1[C:12](=[O:13])[C:11](=[C:14]2[N:18]([CH3:19])[C:17]3[CH:20]=[CH:21][CH:22]=[CH:23][C:16]=3[S:15]2)[N:10]([CH3:24])[C:9]1=S)[C:2]1[CH:7]=[CH:6][CH:5]=[CH:4][CH:3]=1.C1(C)C=CC(S(OC)(=O)=O)=CC=1.[NH2:38][C:39]1[CH:40]=[C:41]([C:48](=[O:50])[CH3:49])[CH:42]=[CH:43][C:44]=1[NH:45][CH2:46][CH3:47]>>[C:48]([C:41]1[CH:42]=[CH:43][C:44]([NH:45][CH2:46][CH3:47])=[C:39]([N:38]=[C:9]2[N:8]([CH2:1][C:2]3[CH:3]=[CH:4][CH:5]=[CH:6][CH:7]=3)[C:12](=[O:13])[C:11](=[C:14]3[N:18]([CH3:19])[C:17]4[CH:20]=[CH:21][CH:22]=[CH:23][C:16]=4[S:15]3)[N:10]2[CH3:24])[CH:40]=1)(=[O:50])[CH3:49]. Procedure details: In a manner similar to Example 1, intermediate 3-benzyl-1-methyl-5-(3-methyl-3H-benzothiazol-2-ylidene)-2-thioxoimidazolidin-4-one was alkylated with methyl p-toluenesulfonate and condensed with 3′-amino-4′-ethylaminoacetophenone to yield the title compound. 1H-NMR (CDCl3): δ 8.11 (1H, d), 7.84 (1H, dd), 7.51 (1H, dd), 7.31 (1H, m), 7.16 (1H, m), 6.95–7.12 (7H, m), 6.08 (1H, br t), 4.46 (2H, hs m), 3.99 (2H, m), 3.78 (3H, s), 3.50 (3H, s), 2.65 (3H, s), 1.06 (3H, t); MS(ESI): 512 (MH+).